This data is from the Open Reaction Database (ORD), a public repository of structured organic reaction records. The task is: describe an organic reaction: reactants, conditions, products, and yield The reactants are BrC=1C=CC(=C(CN(CC)C2=CC=C(N=N2)C(=O)O)C1)O (6-[N-(5-bromo-2-hydroxybenzyl)-N-ethylamino]pyridazine-3-carboxylic acid), S(O)(O)(=O)=O (sulphuric acid), C(C)O (ethanol). The product is BrC=1C=CC(=C(CN(CC)C2=CC=C(N=N2)COCC)C1)O (Ethyl 6-[N-(5-bromo-2-hydroxybenzyl)-N-ethylamino]pyridazine-3-carboxylite). As a reaction SMILES: [Br:1][C:2]1[CH:3]=[CH:4][C:5]([OH:21])=[C:6]([CH:20]=1)[CH2:7][N:8]([C:11]1[N:16]=[N:15][C:14]([C:17]([OH:19])=O)=[CH:13][CH:12]=1)[CH2:9][CH3:10].S(=O)(=O)(O)O.[CH2:27](O)[CH3:28]>>[Br:1][C:2]1[CH:3]=[CH:4][C:5]([OH:21])=[C:6]([CH:20]=1)[CH2:7][N:8]([C:11]1[N:16]=[N:15][C:14]([CH2:17][O:19][CH2:27][CH3:28])=[CH:13][CH:12]=1)[CH2:9][CH3:10]. Procedure details: The 6-[N-(5-bromo-2-hydroxybenzyl)-N-ethylamino]pyridazine-3-carboxylic acid (example 8) (6.5 g) was suspended in ethanol (30 ml) and treated cautiously with concentrated sulphuric acid (1.5 ml). The reaction was heated to reflux overnight, then the organic solvent was evaporated. The residue was partitioned between ethyl acetate/water and the organic phase was dried over (MgSO4) and evaporated to give the title compound as a brown solid (5.86 g). Reactants: ClC(Cl)(OC(OC(Cl)(Cl)Cl)=O)Cl (triphosgene), N1N=CC=C1N (1H-5-pyrazolamine), COC=1C=C2C(=CC=NC2=CC1OC)OC1=CC(=C(N)C=C1)F (4-[(6,7-Dimethoxy-4-quinolyl)oxy]-2-fluoroaniline), C(C)(C)N(C(C)C)CC (N,N-diisopropylethylamine), C(O)([O-])=O.[Na+] (sodium hydrogencarbonate). The solvent is ClC1=CC=CC=C1 (chlorobenzene), ClC1=CC=CC=C1 (chlorobenzene). Conditions: time 30 minute. The product is COC=1C=C2C(=CC=NC2=CC1OC)OC1=CC(=C(C=C1)NC(=O)NC1=CC=NN1)F (N-{4-[(6,7-Dimethoxy-4-quinolyl)oxy]-2-fluorophenyl}-N′-(1H-5-pyrazolyl)urea). Isolated yield 11.1%. As a reaction SMILES: [CH3:1][O:2][C:3]1[CH:4]=[C:5]2[C:10](=[CH:11][C:12]=1[O:13][CH3:14])[N:9]=[CH:8][CH:7]=[C:6]2[O:15][C:16]1[CH:22]=[CH:21][C:19]([NH2:20])=[C:18]([F:23])[CH:17]=1.C(N(CC)C(C)C)(C)C.ClC(Cl)(O[C:37](=[O:43])OC(Cl)(Cl)Cl)Cl.[NH:45]1[C:49]([NH2:50])=[CH:48][CH:47]=[N:46]1.C(=O)([O-])O.[Na+]>ClC1C=CC=CC=1>[CH3:1][O:2][C:3]1[CH:4]=[C:5]2[C:10](=[CH:11][C:12]=1[O:13][CH3:14])[N:9]=[CH:8][CH:7]=[C:6]2[O:15][C:16]1[CH:22]=[CH:21][C:19]([NH:20][C:37]([NH:50][C:49]2[NH:45][N:46]=[CH:47][CH:48]=2)=[O:43])=[C:18]([F:23])[CH:17]=1 |f:4.5|. Procedure details: 4-[(6,7-Dimethoxy-4-quinolyl)oxy]-2-fluoroaniline (20 mg) was dissolved in chlorobenzene (1.5 ml) and N,N-diisopropylethylamine (0.15 ml) to prepare a solution. A solution of triphosgene (19 mg) in chlorobenzene (0.5 ml) was then added to the solution, and the mixture was stirred at room temperature for 30 min. Next, 1H-5-pyrazolamine (10 mg) was added thereto, and the mixture was further stirred at 100° C. overnight. The reaction solution was developed through diatomaceous earth impregnated wit... The reactants are NC=1C=C(C=CC1C1CCCCC1)C(C(=O)OCC)=O (ethyl 3-amino-4-cyclohexylphenylglyoxylate), cuprous bromide, Br (hydrobromic acid), Br (hydrobromic acid), N(=O)[O-].[Na+] (sodium nitrite). Run in O (water). Yields the product BrC=1C=C(C=CC1C1CCCCC1)C(C(=O)O)=O (3-bromo-4-cyclohexylphenylglyoxylic acid). RXN SMILES: N[C:2]1[CH:3]=[C:4]([C:14](=[O:20])[C:15]([O:17]CC)=[O:16])[CH:5]=[CH:6][C:7]=1[CH:8]1[CH2:13][CH2:12][CH2:11][CH2:10][CH2:9]1.[BrH:21].N([O-])=O.[Na+]>O>[Br:21][C:2]1[CH:3]=[C:4]([C:14](=[O:20])[C:15]([OH:17])=[O:16])[CH:5]=[CH:6][C:7]=1[CH:8]1[CH2:13][CH2:12][CH2:11][CH2:10][CH2:9]1 |f:2.3|. Reported procedure: To 11.1 g. (0.044 moles) of ethyl 3-amino-4-cyclohexylphenylglyoxylate suspension in 225 ml. of 40% hydrobromic acid and cooled to 0° C. is added dropwise a solution of 2.34 g. of sodium nitrite in 30 ml. of water. To this mixture is added a solution of 20 g. of cuprous bromide in 350 ml. of 40% hydrobromic acid added portion wise and stirred for 15 hours. The reaction mixture is then poured onto ice water, extracted with chloroform, dried over sodium sulfate and concentrated in vacuo. The resid... Reactants: [BH4-], CCN(CC)C(=O)c1ccc(C(=O)c2ccccc2OCCN2CCC(n3c(=O)[nH]c4ccccc43)CC2)cc1, CCO, [Na+], O. The product is CCN(CC)C(=O)c1ccc(C(O)c2ccccc2OCCN2CCC(n3c(=O)[nH]c4ccccc43)CC2)cc1. Reaction SMILES: [BH4-:41].[CH2:1]([CH3:2])[N:3]([C:4](=[O:5])[c:6]1[cH:7][cH:8][c:9]([C:10](=[O:11])[c:12]2[c:13]([O:14][CH2:15][CH2:16][N:17]3[CH2:18][CH2:19][CH:20]([n:23]4[c:24](=[O:32])[nH:25][c:26]5[c:27]4[cH:28][cH:29][cH:30][cH:31]5)[CH2:21][CH2:22]3)[cH:33][cH:34][cH:35][cH:36]2)[cH:37][cH:38]1)[CH2:39][CH3:40].[CH3:44][CH2:45][OH:46].[Na+:42].[OH2:43]>>[CH2:1]([CH3:2])[N:3]([C:4](=[O:5])[c:6]1[cH:7][cH:8][c:9]([CH:10]([OH:11])[c:12]2[c:13]([O:14][CH2:15][CH2:16][N:17]3[CH2:18][CH2:19][CH:20]([n:23]4[c:24](=[O:32])[nH:25][c:26]5[c:27]4[cH:28][cH:29][cH:30][cH:31]5)[CH2:21][CH2:22]3)[cH:33][cH:34][cH:35][cH:36]2)[cH:37][cH:38]1)[CH2:39][CH3:40]. Yield: 111.6%. The reactants are C(C)(C)[Si](C(C)C)(C(C)C)Cl (triisopropylsilyl chloride), [Cl-].[NH4+] (ammonium chloride), FC=1C=C(C=O)C=CC1O (3-fluoro-4-hydroxybenzaldehyde), N1C=NC=C1 (imidazole), C(=O)(C(F)(F)F)O (TFA). Reaction conditions: time 1 hour. Run in CN(C)C=O (DMF), CN(C)C=O (DMF), C(C)#N (acetonitrile), CCOC(=O)C.CCCCCC (EtOAc hexane). Reaction SMILES: [CH:1]([Si:4](Cl)([CH:8]([CH3:10])[CH3:9])[CH:5]([CH3:7])[CH3:6])([CH3:3])[CH3:2].[F:12][C:13]1[CH:14]=[C:15]([CH:18]=[CH:19][C:20]=1[OH:21])[CH:16]=[O:17].N1C=CN=C1.C(O)(C(F)(F)F)=O.[Cl-].[NH4+]>CN(C=O)C.C(#N)C.CCOC(C)=O.CCCCCC>[F:12][C:13]1[CH:14]=[C:15]([CH:18]=[CH:19][C:20]=1[O:21][Si:4]([CH:8]([CH3:10])[CH3:9])([CH:5]([CH3:7])[CH3:6])[CH:1]([CH3:3])[CH3:2])[CH:16]=[O:17] |f:4.5,8.9|. Reported procedure: Add triisopropylsilyl chloride (74.32 g, 0.3855 mol), followed by DMF (25 mL), to a solution of 3-fluoro-4-hydroxybenzaldehyde (45.01 g, 0.3213 mol) and imidazole (43.74 g, 0.6425 mole) in DMF (313 mL) at 25-29° C. in a steady stream over 2 min. Stir for 1 hr at room temperature till the reaction complete as determined by HPLC (Column: 4.6 mm×25 cm Zorbax RX-C8; eluent: 50/50 0.1% TFA:acetonitrile; flow rate 2 mL/min; detector: 230 nm; temperature: 22° C.; injection: 10 μL). Pour the reaction mi... Yields the product FC=1C=C(C=O)C=CC1O[Si](C(C)C)(C(C)C)C(C)C (3-Fluoro-4-triisopropylsilanyloxybenzaldehyde). The reactants are CN(CCCCCCCC)CCCCCCCC (methyldioctylamine), CN(CCCCCCCC)CCCCCCCC (methyldioctylamine), CuCl2, O=O (oxygen). Product: C(CCCCCCC)N(C=O)CCCCCCCC (dioctylformamide). Isolated yield 4.5%. RXN SMILES: [CH3:1][N:2]([CH2:11][CH2:12][CH2:13][CH2:14][CH2:15][CH2:16][CH2:17][CH3:18])[CH2:3][CH2:4][CH2:5][CH2:6][CH2:7][CH2:8][CH2:9][CH3:10].[O:19]=O>>[CH2:11]([N:2]([CH2:3][CH2:4][CH2:5][CH2:6][CH2:7][CH2:8][CH2:9][CH3:10])[CH:1]=[O:19])[CH2:12][CH2:13][CH2:14][CH2:15][CH2:16][CH2:17][CH3:18]. Procedure: By essentially the procedure of Example 1, a tube was charged with 40 g of methyldioctylamine and 1.0 g of CuCl2. 2H2O. The reaction was run at 109°-120° C. for 25 min while oxygen (0.2 mole) was injected incrementally at 160-275 psi. GC/MS analysis showed a 72.0% conversion of methyldioctylamine and a 4.5% yield of dioctylformamide.